Dataset: the Open Reaction Database (ORD), a public repository of structured organic reaction records. Task: describe an organic reaction: reactants, conditions, products, and yield Starting materials: C(C(=O)Cl)(=O)Cl (Oxalyl chloride), N1(CCCCC1)C1=C(C=C(C(=O)O)C=C1)C(F)(F)F (4-Piperidin-1-yl-3-(trifluoromethyl)benzoic acid), ON=C(N)C1=C(C=CC=C1)OC (N′-Hydroxy-2-methoxybenzenecarboximidamide), CCN(C(C)C)C(C)C (DIEA). Yields the product COC1=C(C=CC=C1)C1=NOC(=N1)C1=CC(=C(C=C1)N1CCCCC1)C(F)(F)F (1-[4-[3-(2-methoxyphenyl)-1,2,4-oxadiazol-5-yl]-2-(trifluoromethyl)phenyl]piperidine). RXN SMILES: C(Cl)(=O)C(Cl)=O.[N:7]1([C:13]2[CH:21]=[CH:20][C:16]([C:17]([OH:19])=O)=[CH:15][C:14]=2[C:22]([F:25])([F:24])[F:23])[CH2:12][CH2:11][CH2:10][CH2:9][CH2:8]1.O[N:27]=[C:28]([C:30]1[CH:35]=[CH:34][CH:33]=[CH:32][C:31]=1[O:36][CH3:37])[NH2:29].CCN(C(C)C)C(C)C>>[CH3:37][O:36][C:31]1[CH:32]=[CH:33][CH:34]=[CH:35][C:30]=1[C:28]1[N:27]=[C:17]([C:16]2[CH:20]=[CH:21][C:13]([N:7]3[CH2:8][CH2:9][CH2:10][CH2:11][CH2:12]3)=[C:14]([C:22]([F:25])([F:24])[F:23])[CH:15]=2)[O:19][N:29]=1. Procedure: Oxalyl chloride (190 mg; 1.5 mmol; 3 eq.), Intermediate 42 (137 mg; 0.5 mmol; 1 eq.), Intermediate 1 (83 mg; 0.5 mmol, 1 eq.) and DIEA (194 mg; 1.5 mmol; 3 eq.) were reacted according to general procedure 2. Purification by crystallisation from n-pentane afforded the title compound as a white solid. Reactants: C(#N)C1=C(NC(=C(C1C=1C=C2C(=NN(C2=CC1)C(=O)OC(C)(C)C)NS(=O)(=O)CCC(=O)OCC)C#N)C)C (Tert-Butyl 5-(3,5-dicyano-2,6-dimethyl-1,4-dihydropyridin-4-yl)-3-{[(3-ethoxy-3-oxopropyl)-sulfonyl]amino}-1H-indazole-1-carboxylate), FC(C(=O)O)(F)F (trifluoroacetic acid). Reported procedure: 41 mg (0.073 mmol) tert-butyl 5-(3,5-dicyano-2,6-dimethyl-1,4-dihydropyridin-4-yl)-3-{[(3-ethoxy-3-oxopropyl)sulfonyl]amino}-1H-indazole-1-carboxylate (Example 19A) were dissolved in dichloromethane (4 ml) and treated with 0.062 ml (0.8 mmol) trifluoroacetic acid. The mixture was stirred at room temperature for 2 h and then concentrated under reduced pressure. The residue was dissolved in ethyl acetate and washed with saturated aqueous sodium bicarbonate solution. The organic layer was separated... Conditions: time 2 hour. Product: C(#N)C1=C(NC(=C(C1C=1C=C2C(=NNC2=CC1)NS(=O)(=O)CCC(=O)OCC)C#N)C)C (Ethyl 3-{[5-(3,5-dicyano-2,6-dimethyl-1,4-dihydropyridin-4-yl)-1H-indazol-3-yl]sulfamoyl}-propanoate). The solvent is ClCCl (dichloromethane). RXN SMILES: [C:1]([C:3]1[CH:8]([C:9]2[CH:10]=[C:11]3[C:15](=[CH:16][CH:17]=2)[N:14](C(OC(C)(C)C)=O)[N:13]=[C:12]3[NH:25][S:26]([CH2:29][CH2:30][C:31]([O:33][CH2:34][CH3:35])=[O:32])(=[O:28])=[O:27])[C:7]([C:36]#[N:37])=[C:6]([CH3:38])[NH:5][C:4]=1[CH3:39])#[N:2].FC(F)(F)C(O)=O>ClCCl>[C:1]([C:3]1[CH:8]([C:9]2[CH:10]=[C:11]3[C:15](=[CH:16][CH:17]=2)[NH:14][N:13]=[C:12]3[NH:25][S:26]([CH2:29][CH2:30][C:31]([O:33][CH2:34][CH3:35])=[O:32])(=[O:28])=[O:27])[C:7]([C:36]#[N:37])=[C:6]([CH3:38])[NH:5][C:4]=1[CH3:39])#[N:2].